Dataset: the Open Reaction Database (ORD), a public repository of structured organic reaction records. Task: describe an organic reaction: reactants, conditions, products, and yield The reactants are O.[OH-].[Li+] (lithium hydroxide monohydrate), C(=O)(OCC)C1C(NC=2CCCC(C2C1C1=CC(=CC=C1)[N+](=O)[O-])=O)(O)C(F)(F)F (3-carboethoxy-2-trifluoromethyl-2-hydroxy-4-(3-nitrophenyl)-2,3,4,6,7,8-hexahydro-5(1H)-quinolone), Cl (hydrochloric acid). The solvent is C(C)O (ethanol), O (water), O (water). Conditions: temperature 90 celsius. Product: C(=O)(O)C1C(NC=2CCCC(C2C1C1=CC(=CC=C1)[N+](=O)[O-])=O)(O)C(F)(F)F (3-Carboxy-2-trifluoromethyl-2-hydroxy-4-(3-nitrophenyl)-4,6,7,8-tetrahydro-5(1H)-quinolone). The yield is 31.6%. Reaction SMILES: [C:1]([CH:6]1[CH:15]([C:16]2[CH:21]=[CH:20][CH:19]=[C:18]([N+:22]([O-:24])=[O:23])[CH:17]=2)[C:14]2[C:13](=[O:25])[CH2:12][CH2:11][CH2:10][C:9]=2[NH:8][C:7]1([C:27]([F:30])([F:29])[F:28])[OH:26])([O:3]CC)=[O:2].O.[OH-].[Li+].Cl>C(O)C.O>[C:1]([CH:6]1[CH:15]([C:16]2[CH:21]=[CH:20][CH:19]=[C:18]([N+:22]([O-:24])=[O:23])[CH:17]=2)[C:14]2[C:13](=[O:25])[CH2:12][CH2:11][CH2:10][C:9]=2[NH:8][C:7]1([C:27]([F:30])([F:28])[F:29])[OH:26])([OH:3])=[O:2] |f:1.2.3|. Procedure: A suspension of 3-carboethoxy-2-trifluoromethyl-2-hydroxy-4-(3-nitrophenyl)-2,3,4,6,7,8-hexahydro-5(1H)-quinolone (7.02 g) in ethanol (40ml) and water (40ml) was treated with lithium hydroxide monohydrate (1.44 g). The mixture was heated at 90° C. for 30 minutes, diluted with water, acidified with 1N hydrochloric acid, and extracted with ethyl acetate. The combined organic extracts were washed (water and brine), dried, filtered and the solvent stripped to yield a brown oil which was further puri... Reaction SMILES: [CH2:1]([CH2:2][CH2:3][CH3:4])[SH:5].[CH:6]1([CH2:12][CH:13]2[O:14][CH2:15]2)[CH2:7][CH2:8][CH2:9][CH2:10][CH2:11]1.[H-:17].[Na+:16].[O:18]=[CH:19][N:20]([CH3:21])[CH3:22]>>[CH2:1]([CH2:2][CH2:3][CH3:4])[S:5][CH2:15][CH:13]([CH2:12][CH:6]1[CH2:7][CH2:8][CH2:9][CH2:10][CH2:11]1)[OH:14]. Starting materials: CCCCS, C1CCC(CC2CO2)CC1, [H-], [Na+], CN(C)C=O. Yields the product CCCCSCC(O)CC1CCCCC1. Reactants: O=[N+]([O-])c1cccc(Br)c1O, O=C([O-])[O-], CC(C)=O, CI, [K+], [K+]. Yields the product COc1c(Br)cccc1[N+](=O)[O-]. RXN SMILES: [Br:1][c:2]1[c:3]([OH:11])[c:4]([N+:8](=[O:9])[O-:10])[cH:5][cH:6][cH:7]1.[C:12](=[O:13])([O-:14])[O-:15].[CH3:20][C:21](=[O:22])[CH3:23].[I:18][CH3:19].[K+:16].[K+:17]>>[Br:1][c:2]1[c:3]([O:11][CH3:12])[c:4]([N+:8](=[O:9])[O-:10])[cH:5][cH:6][cH:7]1.